Dataset: the Open Reaction Database (ORD), a public repository of structured organic reaction records. Task: describe an organic reaction: reactants, conditions, products, and yield Reactants: solution, C(CCC)[Li] (n-butyllithium), O1CCCC1 (tetrahydrofuran), C(CCC)Br (n-butyl bromide), S1CSCCC1 (1,3-dithiane), O1CCCC1 (tetrahydrofuran). The solvent is CCCCCC (n-hexane). Run at time 2 hour. Yields the product C(CCC)C1SCCCS1 (2-n-Butyl-1,3-dithiane). As a reaction SMILES: [CH2:1]([Li])[CH2:2][CH2:3][CH3:4].[S:6]1[CH2:11][CH2:10][CH2:9][S:8][CH2:7]1.O1CCCC1.C(Br)CCC>CCCCCC>[CH2:1]([CH:7]1[S:8][CH2:9][CH2:10][CH2:11][S:6]1)[CH2:2][CH2:3][CH3:4]. Procedure details: 30 ml. of a 1.6M solution of n-butyllithium in n-hexane were added dropwise to a solution of 4.8 g. of 1,3-dithiane in 150 ml. of tetrahydrofuran under an atmosphere of nitrogen at -20° to -25° C. After 2 hours stirring, 6 g. of n-butyl bromide in 60 ml. of tetrahydrofuran were added dropwise to the reaction mixture, which was stirred for 1 hour at -20° to -25° C. and for a further 30 minutes at room temperture and then concentrated under reduced pressure. The residue was dissolved in diethyl et... Starting materials: COC=1C=C(C=CC1C=O)C1=C(C=CC=C1)C(F)(F)F (3-methoxy2′-trifluoromethyl-[1,1′-biphenyl]-4-carboxaldehyde), S(N)(O)(=O)=O (sulfamic acid), Cl(=O)[O-].[Na+] (sodium chlorite), S(N)(O)(=O)=O (sulfamic acid), Cl(=O)[O-].[Na+] (Sodium chlorite), CCCCCC (hexane). The solvent is O1CCCC1 (tetrahydrofuran), O (water). Run at time 30 minute. Yields the product COC=1C=C(C=CC1C(=O)O)C1=C(C=CC=C1)C(F)(F)F (3-Methoxy-2′-trifluoromethyl-[1,1′-biphenyl]-4-carboxylic acid). Isolated yield 83.2%. Reaction SMILES: [CH3:1][O:2][C:3]1[CH:4]=[C:5]([C:11]2[CH:16]=[CH:15][CH:14]=[CH:13][C:12]=2[C:17]([F:20])([F:19])[F:18])[CH:6]=[CH:7][C:8]=1[CH:9]=[O:10].S(=O)(=O)([OH:23])N.Cl([O-])=O.[Na+].CCCCCC>O1CCCC1.O>[CH3:1][O:2][C:3]1[CH:4]=[C:5]([C:11]2[CH:16]=[CH:15][CH:14]=[CH:13][C:12]=2[C:17]([F:18])([F:19])[F:20])[CH:6]=[CH:7][C:8]=1[C:9]([OH:23])=[O:10] |f:2.3|. Procedure details: The 3-methoxy2′-trifluoromethyl-[1,1′-biphenyl]-4-carboxaldehyde of Step B (0.95 g, 3.41 mmol) and sulfamic acid (0.43 g, 4.43 mmol) were dissolved in a mixture of tetrahydrofuran and water (1:1, v/v, 30 mL). Sodium chlorite (0.31 g, 4.43 mmol) was added under stirring, and the solution turned yellow. After 30 minutes, additional sodium chlorite and sulfamic acid were added, and the solution stirred an additional hour. The solution was then concentrated, and the residue partitioned between ethyl... Reactants: CCN=C=NCCCN(C)C, Cl, O=C(O)c1ccc(Oc2ccc(NC(=O)c3ccc(C(F)(F)F)cc3)cn2)cc1, O=C1CCc2cc(CN3CCNCC3)ccc2N1, CN(C)C=O, O, On1nnc2ccccc21. The product is O=C1CCc2cc(CN3CCN(C(=O)c4ccc(Oc5ccc(NC(=O)c6ccc(C(F)(F)F)cc6)cn5)cc4)CC3)ccc2N1. Reaction SMILES: [CH2:60]([N:61]=[C:62]=[N:63][CH2:64][CH2:65][CH2:66][N:67]([CH3:68])[CH3:69])[CH3:70].[ClH:59].[F:1][C:2]([c:3]1[cH:4][cH:5][c:6]([C:7](=[O:8])[NH:9][c:10]2[cH:11][cH:12][c:13]([O:16][c:17]3[cH:18][cH:19][c:20]([C:21](=[O:22])[OH:23])[cH:24][cH:25]3)[n:14][cH:15]2)[cH:26][cH:27]1)([F:28])[F:29].[O:30]=[C:31]1[NH:32][c:33]2[cH:34][cH:35][c:36]([CH2:41][N:42]3[CH2:43][CH2:44][NH:45][CH2:46][CH2:47]3)[cH:37][c:38]2[CH2:39][CH2:40]1.[O:71]=[CH:72][N:73]([CH3:74])[CH3:75].[OH2:48].[OH:49][n:50]1[c:51]2[cH:52][cH:53][cH:54][cH:55][c:56]2[n:57][n:58]1>>[F:1][C:2]([c:3]1[cH:4][cH:5][c:6]([C:7](=[O:8])[NH:9][c:10]2[cH:11][cH:12][c:13]([O:16][c:17]3[cH:18][cH:19][c:20]([C:21](=[O:23])[N:45]4[CH2:44][CH2:43][N:42]([CH2:41][c:36]5[cH:35][cH:34][c:33]6[c:38]([cH:37]5)[CH2:39][CH2:40][C:31](=[O:30])[NH:32]6)[CH2:47][CH2:46]4)[cH:24][cH:25]3)[n:14][cH:15]2)[cH:26][cH:27]1)([F:28])[F:29]. Starting materials: CC(C)C(=O)Nc1cccc(C2CCNCC2)c1, CC(CCl)COc1cccc(F)c1. Product: CC(COc1cccc(F)c1)CN1CCC(c2cccc(NC(=O)C(C)C)c2)CC1. Reaction SMILES: [CH3:14][CH:15]([C:16](=[O:17])[NH:18][c:19]1[cH:20][c:21]([CH:25]2[CH2:26][CH2:27][NH:28][CH2:29][CH2:30]2)[cH:22][cH:23][cH:24]1)[CH3:31].[Cl:1][CH2:2][CH:3]([CH2:4][O:5][c:6]1[cH:7][c:8]([F:12])[cH:9][cH:10][cH:11]1)[CH3:13]>>[CH2:2]([CH:3]([CH2:4][O:5][c:6]1[cH:7][c:8]([F:12])[cH:9][cH:10][cH:11]1)[CH3:13])[N:28]1[CH2:27][CH2:26][CH:25]([c:21]2[cH:20][c:19]([NH:18][C:16]([CH:15]([CH3:14])[CH3:31])=[O:17])[cH:24][cH:23][cH:22]2)[CH2:30][CH2:29]1.